From a dataset of the Open Reaction Database (ORD), a public repository of structured organic reaction records. describe an organic reaction: reactants, conditions, products, and yield Reactants: Cc1noc(-c2ccc(-c3ccc(C4(C(=O)O)CC4)cc3)cc2)c1C=CCCc1ccccc1, CCOC(C)=O, CO. The product is Cc1noc(-c2ccc(-c3ccc(C4(C(=O)O)CC4)cc3)cc2)c1CCCCc1ccccc1. RXN SMILES: [CH3:1][c:2]1[n:3][o:4][c:5](-[c:17]2[cH:18][cH:19][c:20](-[c:23]3[cH:24][cH:25][c:26]([C:29]4([C:32](=[O:33])[OH:34])[CH2:30][CH2:31]4)[cH:27][cH:28]3)[cH:21][cH:22]2)[c:6]1[CH:7]=[CH:8][CH2:9][CH2:10][c:11]1[cH:12][cH:13][cH:14][cH:15][cH:16]1.[CH3:35][CH2:36][O:37][C:38]([CH3:39])=[O:40].[CH3:41][OH:42]>>[CH3:1][c:2]1[n:3][o:4][c:5](-[c:17]2[cH:18][cH:19][c:20](-[c:23]3[cH:24][cH:25][c:26]([C:29]4([C:32](=[O:33])[OH:34])[CH2:30][CH2:31]4)[cH:27][cH:28]3)[cH:21][cH:22]2)[c:6]1[CH2:7][CH2:8][CH2:9][CH2:10][c:11]1[cH:12][cH:13][cH:14][cH:15][cH:16]1. Starting materials: ClCCl, CC1=C(c2cc(C)ccc2N)C(=O)CC1, Cc1cc(C)c(S(=O)(=O)Cl)c(C)c1, c1ccncc1. The product is CC1=C(c2cc(C)ccc2NS(=O)(=O)c2c(C)cc(C)cc2C)C(=O)CC1. Reaction SMILES: [CH2:35]([Cl:36])[Cl:37].[NH2:1][c:2]1[c:3]([C:9]2=[C:13]([CH3:14])[CH2:12][CH2:11][C:10]2=[O:15])[cH:4][c:5]([CH3:8])[cH:6][cH:7]1.[c:22]1([CH3:34])[c:23]([S:30](=[O:31])(=[O:32])[Cl:33])[c:24]([CH3:29])[cH:25][c:26]([CH3:28])[cH:27]1.[cH:16]1[cH:17][cH:18][n:19][cH:20][cH:21]1>>[NH:1]([c:2]1[c:3]([C:9]2=[C:13]([CH3:14])[CH2:12][CH2:11][C:10]2=[O:15])[cH:4][c:5]([CH3:8])[cH:6][cH:7]1)[S:30]([c:23]1[c:22]([CH3:34])[cH:27][c:26]([CH3:28])[cH:25][c:24]1[CH3:29])(=[O:31])=[O:32]. As a reaction SMILES: [F:1][c:2]1[c:3](-[c:14]2[c:15]([F:21])[cH:16][c:17]([F:20])[cH:18][cH:19]2)[cH:4][cH:5][c:6]([CH2:8][C:9](=[O:10])[O:11][CH2:12][CH3:13])[cH:7]1.[Na+:23].[OH-:22].[OH2:24]>>[F:1][c:2]1[c:3](-[c:14]2[c:15]([F:21])[cH:16][c:17]([F:20])[cH:18][cH:19]2)[cH:4][cH:5][c:6]([CH2:8][C:9](=[O:10])[OH:11])[cH:7]1. The reactants are CCOC(=O)Cc1ccc(-c2ccc(F)cc2F)c(F)c1, [Na+], [OH-], O. The product is O=C(O)Cc1ccc(-c2ccc(F)cc2F)c(F)c1. Reaction SMILES: [Cl:1][C:2]1[CH:7]=[C:6]([Cl:8])[CH:5]=[CH:4][C:3]=1[C:9]1[N:10]=[C:11]([CH2:28][CH3:29])[C:12]([NH:17][C@@H:18]2[C:26]3[C:21](=[CH:22][CH:23]=[CH:24][CH:25]=3)[CH2:20][C@@H:19]2O)=[N:13][C:14]=1[CH2:15][CH3:16].Br[C:31]1N=C(CC)C(N[C@@H]2C3C(=CC=CC=3)C[C@H]2CC)=N[C:36]=1CC>>[Cl:1][C:2]1[CH:7]=[C:6]([Cl:8])[CH:5]=[CH:4][C:3]=1[C:9]1[N:10]=[C:11]([CH2:28][CH3:29])[C:12]([NH:17][C@@H:18]2[C:26]3[C:21](=[CH:22][CH:23]=[CH:24][CH:25]=3)[CH2:20][C@H:19]2[CH2:31][CH3:36])=[N:13][C:14]=1[CH2:15][CH3:16]. The product is ClC1=C(C=CC(=C1)Cl)C=1N=C(C(=NC1CC)N[C@H]1[C@@H](CC2=CC=CC=C12)CC)CC ((+/−)-5-(2,4-dichlorophenyl)-3,6-diethyl-N-[trans-2-ethyl-2,3-dihydro-1H-inden-1-yl]pyrazin-2-amine). Procedure details: Following the procedure for the preparation of (1R,2S)-1-{[5-(2,4-dichlorophenyl)-3,6-diethylpyrazin-2-yl]amino}-2,3-dihydro-1H-inden-2-ol but substituting (+/−)-5-bromo-3,6-diethyl-N-[trans-2-ethyl-2,3-dihydro-1H-inden-1-yl]pyrazin-2-amine and making non-critical variations provided the title compound as a light yellow semi-solid. IR (liq.) 3443, 2965, 2934, 2874, 1588, 1566, 1551, 1497, 1470, 1390, 1203, 1186, 1173, 1101, 747 cm−1; OAMS supporting ions at: ESI+ 440.0; MS (EI) m/z 439 (M+); Ana... Starting materials: ClC1=C(C=CC(=C1)Cl)C=1N=C(C(=NC1CC)N[C@H]1[C@H](CC2=CC=CC=C12)O)CC ((1R,2S)-1-{[5-(2,4-dichlorophenyl)-3,6-diethylpyrazin-2-yl]amino}-2,3-dihydro-1H-inden-2-ol), BrC=1N=C(C(=NC1CC)N[C@H]1[C@@H](CC2=CC=CC=C12)CC)CC ((+/−)-5-bromo-3,6-diethyl-N-[trans-2-ethyl-2,3-dihydro-1H-inden-1-yl]pyrazin-2-amine). Procedure details: In 3.6 ml of tetrahydrofuran was suspended 0.09 g of sodium hydride (60% in oil), to which 0.6 ml of a tetrahydrofuran solution containing 0.14 g of 2-butyn-1-ol was slowly added dropwise under stirring at room temperature. The mixture was stirred at room temperature for 20 minutes, and 0.6 ml of a tetrahydrofuran solution containing 0.38 g of 4-chloro-6-(trans-2-methylcyclopentyloxy)pyrimidine was slowly added dropwise, followed by stirring at room temperature for 3 hours. The reaction mixture ... Solvent: O1CCCC1 (tetrahydrofuran), O1CCCC1 (tetrahydrofuran), O1CCCC1 (tetrahydrofuran). The product is C(C#CC)OC1=NC=NC(=C1)O[C@H]1[C@@H](CCC1)C (4-(2-butynyloxy)-6-(trans-2-methylcyclopentyloxy)pyrimidine). Reaction SMILES: [H-].[Na+].[CH2:3]([OH:7])[C:4]#[C:5][CH3:6].Cl[C:9]1[CH:14]=[C:13]([O:15][C@@H:16]2[CH2:20][CH2:19][CH2:18][C@H:17]2[CH3:21])[N:12]=[CH:11][N:10]=1.[Cl-].[NH4+]>O1CCCC1>[CH2:3]([O:7][C:9]1[CH:14]=[C:13]([O:15][C@@H:16]2[CH2:20][CH2:19][CH2:18][C@H:17]2[CH3:21])[N:12]=[CH:11][N:10]=1)[C:4]#[C:5][CH3:6] |f:0.1,4.5|. The yield is 81.8%. The reactants are [H-].[Na+] (sodium hydride), [Cl-].[NH4+] (ammonium chloride), ClC1=NC=NC(=C1)O[C@H]1[C@@H](CCC1)C (4-chloro-6-(trans-2-methylcyclopentyloxy)pyrimidine), C(C#CC)O (2-butyn-1-ol). The reactants are compound 337, ClC1=C(C(=O)C=2C=C(C(=O)O)C=CC2C)C=CC(=C1)NC1=C(C=C(C=C1)F)F (3-[2-Chloro-4-(2,4-difluorophenylamino)benzoyl]-4-methylbenzoic acid), CN(N)C (N,N-dimethyl-hydrazine). The product is ethyl acetate petroleum ether, CN(NC(C1=CC(=C(C=C1)C)C(C1=C(C=C(C=C1)NC1=C(C=C(C=C1)F)F)Cl)=O)=O)C (3-[2-Chloro-4-(2,4-difluoro-phenylamino)-benzoyl]-4-methyl-benzoic acid N′,N′-dimethyl-hydrazide). As a reaction SMILES: [Cl:1][C:2]1[CH:19]=[C:18]([NH:20][C:21]2[CH:26]=[CH:25][C:24]([F:27])=[CH:23][C:22]=2[F:28])[CH:17]=[CH:16][C:3]=1[C:4]([C:6]1[CH:7]=[C:8]([CH:12]=[CH:13][C:14]=1[CH3:15])[C:9](O)=[O:10])=[O:5].[CH3:29][N:30]([CH3:32])[NH2:31]>>[CH3:29][N:30]([CH3:32])[NH:31][C:9](=[O:10])[C:8]1[CH:12]=[CH:13][C:14]([CH3:15])=[C:6]([C:4](=[O:5])[C:3]2[CH:16]=[CH:17][C:18]([NH:20][C:21]3[CH:26]=[CH:25][C:24]([F:27])=[CH:23][C:22]=3[F:28])=[CH:19][C:2]=2[Cl:1])[CH:7]=1. Procedure: Compound 424 (50 mg, 0.12 mmol) and N,N-dimethyl-hydrazine (19 μL, 0.25 mmol) were treated as described for compound 337. Flash chromatography (ethyl acetate/petroleum ether: graduated from 67/33 to 80/20) provided the title compound. 13C NMR (DMSO-d6) δ 194.7, 163.2, 158.9 (dd), 155.9 (dd), 149.6, 139.6, 139.5, 133.9, 133.8, 131.3, 131.0, 129.1, 127.2, 126.7 (dd), 126.3, 124.2 (dd), 114.9, 112.0 (dd), 111.9, 105.1 (dd), 46.1, 19.6 Starting materials: C[C@@H]1NC2=CC=CC=C2[C@@H](C1)NC1=CC=CC=C1 ((±)-cis-(2-Methyl-1,2,3,4-tetrahydro-quinolin-4-yl)-phenyl-amine), C(C)(C)N(CC)C(C)C (diisopropylethylamine), O (water), O1C(=CC=C1)C(=O)Cl (2-furoyl chloride). Solvent: ClCCl (dichloromethane). Reaction conditions: time 12 hour. The product is O1C(=CC=C1)C(=O)N1[C@H](C[C@H](C2=CC=CC=C12)N(C(C)=O)C1=CC=CC=C1)C ((±)-Cis-N-[1-(furan-2-carbonyl)-2-methyl-1,2,3,4-tetrahydro-quinolin-4-yl]-N-phenyl-acetamide). The yield is 83.0%. As a reaction SMILES: [CH3:1][C@H:2]1[CH2:11][C@@H:10]([NH:12][C:13]2[CH:18]=[CH:17][CH:16]=[CH:15][CH:14]=2)[C:9]2[C:4](=[CH:5][CH:6]=[CH:7][CH:8]=2)[NH:3]1.C(N([CH:25]([CH3:27])C)CC)(C)C.[O:28]1[CH:32]=[CH:31][CH:30]=[C:29]1[C:33](Cl)=[O:34].[OH2:36]>ClCCl>[O:28]1[CH:32]=[CH:31][CH:30]=[C:29]1[C:33]([N:3]1[C:4]2[C:9](=[CH:8][CH:7]=[CH:6][CH:5]=2)[C@H:10]([N:12]([C:13]2[CH:18]=[CH:17][CH:16]=[CH:15][CH:14]=2)[C:25](=[O:36])[CH3:27])[CH2:11][C@@H:2]1[CH3:1])=[O:34]. Reported procedure: To a solution of (±)-cis-(2-Methyl-1,2,3,4-tetrahydro-quinolin-4-yl)-phenyl-amine (430 mg, 1.83 mmol) in dichloromethane (18 mL) at room temperature was added diisopropylethylamine (318 uL, 1.83 mmol) followed by 2-furoyl chloride. It was allowed to let stir at room temperature for 12 h. The mixture was poured into water and extracted with dichloromethane. The extracts were washed with 1 M(aq) NaOH and brine, dried over magnesium sulfate, filtered and concentrated. The crude residue was purified...